From a dataset of the Open Reaction Database (ORD), a public repository of structured organic reaction records. describe an organic reaction: reactants, conditions, products, and yield Starting materials: O1C2C13[C@@H](C([C@H]1[C@@H]4C[C@H](C([C@@]4(C)CC[C@@H]1[C@]3([C@@H](CC2=O)C)C)=O)F)=C)C (4,5-epoxy-16α-fluoro-1β,6β-dimethyl-7-methylenandrostane-3,17-dione), C1(=CC=CC=C1)[Se](=O)O[Se](=O)C1=CC=CC=C1 (benzeneseleninic anhydride). The solvent is ClC1=CC=CC=C1 (chlorobenzene). Yields the product O1C2C13[C@@H](C([C@H]1[C@@H]4C[C@H](C([C@@]4(C)CC[C@@H]1[C@]3(C(=CC2=O)C)C)=O)F)=C)C (4,5-epoxy-16α-fluoro-1,6β-dimethyl-7-methylenandrost-1-ene-3,17-dione). The yield is 79.9%. As a reaction SMILES: [O:1]1[C:3]23[C@:16]([CH3:22])([C@H:17]([CH3:21])[CH2:18][C:19](=[O:20])[CH:2]12)[C@@H:15]1[C@H:6]([C@H:7]2[C@@:11]([CH2:13][CH2:14]1)([CH3:12])[C:10](=[O:23])[C@H:9]([F:24])[CH2:8]2)[C:5](=[CH2:25])[C@H:4]3[CH3:26].C1([Se](O[Se](C2C=CC=CC=2)=O)=O)C=CC=CC=1>ClC1C=CC=CC=1>[O:1]1[C:3]23[C@:16]([CH3:22])([C:17]([CH3:21])=[CH:18][C:19](=[O:20])[CH:2]12)[C@@H:15]1[C@H:6]([C@H:7]2[C@@:11]([CH2:13][CH2:14]1)([CH3:12])[C:10](=[O:23])[C@H:9]([F:24])[CH2:8]2)[C:5](=[CH2:25])[C@H:4]3[CH3:26]. Procedure details: A solution of 4,5-epoxy-16α-fluoro-1β,6β-dimethyl-7-methylenandrostane-3,17-dione (361 mg) and benzeneseleninic anhydride (360 mg) in chlorobenzene (30 ml) is heated for 4 hrs at 90°-100° C. Then the solvent is removed in vacuo and the residue chromatographed on silica gel to give 4,5-epoxy-16α-fluoro-1,6β-dimethyl-7-methylenandrost-1-ene-3,17-dione (287 mg). Starting materials: C1(CC1)N1C=C(C(C2=C(C(=C(C(=C12)F)F)F)C=C)=O)C(=O)O (1-cyclopropyl-6,7,8-trifluoro-1,4-dihydro-4-oxo-5-vinyl-3-quinolinecarboxylic acid), C1NCC2C1CC1CCCN21 (decahydropyrrolo[3,4-b]pyrrolizine), C1CN2CCN1CC2 (DABCO), O (water). The solvent is C(C)#N (acetonitrile), CN(C=O)C (dimethylformamide). The product is C1(CC1)N1C=C(C(C2=C(C(=C(C(=C12)F)N1CC2CC3CCCN3C2C1)F)C=C)=O)C(=O)O (1-cyclopropyl-6,8-difluoro-1,4-dihydro-7-(octahydro-pyrrolo[3,4-b]pyrrolizin-2-y1)-4-oxo-5-vinyl-3-quinolinecarboxylic acid). The yield is 52.7%. As a reaction SMILES: [CH:1]1([N:4]2[C:13]3[C:8](=[C:9]([CH:17]=[CH2:18])[C:10]([F:16])=[C:11](F)[C:12]=3[F:14])[C:7](=[O:19])[C:6]([C:20]([OH:22])=[O:21])=[CH:5]2)[CH2:3][CH2:2]1.[CH2:23]1[CH:27]2[CH2:28][CH:29]3[N:33]([CH:26]2[CH2:25][NH:24]1)[CH2:32][CH2:31][CH2:30]3.C1N2CCN(CC2)C1.O>C(#N)C.CN(C)C=O>[CH:1]1([N:4]2[C:13]3[C:8](=[C:9]([CH:17]=[CH2:18])[C:10]([F:16])=[C:11]([N:24]4[CH2:25][CH:26]5[CH:27]([CH2:28][CH:29]6[N:33]5[CH2:32][CH2:31][CH2:30]6)[CH2:23]4)[C:12]=3[F:14])[C:7](=[O:19])[C:6]([C:20]([OH:22])=[O:21])=[CH:5]2)[CH2:3][CH2:2]1. Procedure: 0.93 g of 1-cyclopropyl-6,7,8-trifluoro-1,4-dihydro-4-oxo-5-vinyl-3-quinolinecarboxylic acid, 0.69 g of decahydropyrrolo[3,4-b]pyrrolizine and 0.36 g of DABCO are refluxed for 2 hours in a mixture of 6 ml of acetonitrile and 3 ml of dimethylformamide. At room temperature, the reaction mixture is treated with 20 ml of water, and the solid is filtered off with suction, washed with water and dried. 0.7 g of 1-cyclopropyl-6,8-difluoro-1,4-dihydro-7-(octahydro-pyrrolo[3,4-b]pyrrolizin-2-y1)-4-oxo-5-v... The reactants are CC(C(=O)OC(C)(C)C)(CC(=O)O[C@@H]1C([C@@H]2CC[C@]3([C@@]4(CC[C@@]5([C@@H]([C@H]4CC[C@@H]3[C@]2(CC1)C)[C@@H](CC5)C(=C)C)NCCN5[C@@H]1CS([C@H](C5)C1)(=O)=O)C)C)(C)C)C (1-tert-butyl 4-((1R,3 aS,5aR,5bR,7aR,9S,11aR,11bR,13 aR,13bR)-3a-((2-((1S,4S)-2,2-dioxido-2-thia-5-azabicyclo[2.2.1]heptan-5-yl)ethyl)amino)-5a,5b,8,8,11a-pentamethyl-1-(prop-1-en-2-yl)icosahydro-1H-cyclopenta[a]chrysen-9-yl) 2,2-dimethylsuccinate), C(=O)(C(F)(F)F)O (TFA), CO (MeOH). Solvent: ClCCCl (DCE), C(Cl)Cl (DCM), C(Cl)Cl (DCM). Reaction conditions: time 1 hour. Product: O=S1([C@@H]2CN([C@H](C1)C2)CCN[C@]21[C@@H]([C@H]3CC[C@@H]4[C@]5(CC[C@@H](C([C@@H]5CC[C@]4([C@@]3(CC2)C)C)(C)C)OC(CC(C(=O)O)(C)C)=O)C)[C@@H](CC1)C(=C)C)=O (4-(((1R,3aS,5aR,5bR,7aR,9S,11aR,11bR,13aR,13bR)-3a-((2-((1S,4S)-2,2-dioxido-2-thia-5-azabicyclo[2.2.1]heptan-5-yl)ethyl)amino)-5a,5b,8,8,11a-pentamethyl-1-(prop-1-en-2-yl)icosahydro-1H-cyclopenta[a]chrysen-9-yl)oxy)-2,2-dimethyl-4-oxobutanoic acid). Yield: 18.6%. Reaction SMILES: [CH3:1][C:2]([CH3:55])([CH2:10][C:11]([O:13][C@H:14]1[CH2:31][CH2:30][C@@:29]2([CH3:32])[C@@H:16]([CH2:17][CH2:18][C@:19]3([CH3:52])[C@@H:28]2[CH2:27][CH2:26][C@H:25]2[C@@:20]3([CH3:51])[CH2:21][CH2:22][C@@:23]3([NH:39][CH2:40][CH2:41][N:42]4[CH2:47][C@@H:46]5[CH2:48][C@H:43]4[CH2:44][S:45]5(=[O:50])=[O:49])[CH2:35][CH2:34][C@@H:33]([C:36]([CH3:38])=[CH2:37])[C@@H:24]32)[C:15]1([CH3:54])[CH3:53])=[O:12])[C:3]([O:5]C(C)(C)C)=[O:4].C(O)(C(F)(F)F)=O.CO>C(Cl)Cl.ClCCCl>[O:50]=[S:45]1(=[O:49])[CH2:44][C@@H:43]2[CH2:48][C@H:46]1[CH2:47][N:42]2[CH2:41][CH2:40][NH:39][C@:23]12[CH2:35][CH2:34][C@@H:33]([C:36]([CH3:38])=[CH2:37])[C@@H:24]1[C@@H:25]1[C@@:20]([CH3:51])([CH2:21][CH2:22]2)[C@@:19]2([CH3:52])[C@@H:28]([C@:29]3([CH3:32])[C@@H:16]([CH2:17][CH2:18]2)[C:15]([CH3:54])([CH3:53])[C@@H:14]([O:13][C:11](=[O:12])[CH2:10][C:2]([CH3:1])([CH3:55])[C:3]([OH:5])=[O:4])[CH2:31][CH2:30]3)[CH2:27][CH2:26]1. Reported procedure: To a solution of 1-tert-butyl 4-((1R,3 aS,5aR,5bR,7aR,9S,11aR,11bR,13 aR,13bR)-3a-((2-((1S,4S)-2,2-dioxido-2-thia-5-azabicyclo[2.2.1]heptan-5-yl)ethyl)amino)-5a,5b,8,8,11a-pentamethyl-1-(prop-1-en-2-yl)icosahydro-1H-cyclopenta[a]chrysen-9-yl) 2,2-dimethylsuccinate (55.2 mg, 0.070 mmol) in DCM (1 mL) was added TFA (0.3 ml, 3.89 mmol). The reaction mixture was stirred rt and turned purple/red. After 1 h, TLC (95:5 DCM:MeOH) showed the reaction was completed. The reaction mixture was diluted with D... Starting materials: CC(C1=CC=CC=C1)N=C=S (alpha-methylbenzyl isothiocyanate), C1(=CC=CC=C1)N=C=S (phenyl isothiocyanate), powder, CC(C)([O-])C.[K+] (potassium tert-butoxide), Cl (hydrochloric acid). Run in O1CCCC1 (tetrahydrofuran), O (water), O1CCCC1 (tetrahydrofuran). Conditions: temperature -70 celsius, time 0.5 hour. Product: C1(=CC=CC=C1)N1C(NC(C1=S)(C)C1=CC=CC=C1)=S (3,5-diphenyl-5-methyldithiohydantoin). Yield: 57.7%. Reaction SMILES: CC(C)([O-])C.[K+].[CH3:7][CH:8]([N:15]=[C:16]=[S:17])[C:9]1[CH:14]=[CH:13][CH:12]=[CH:11][CH:10]=1.[C:18]1([N:24]=[C:25]=[S:26])[CH:23]=[CH:22][CH:21]=[CH:20][CH:19]=1.Cl>O1CCCC1.O>[C:18]1([N:24]2[C:25](=[S:26])[C:8]([C:9]3[CH:14]=[CH:13][CH:12]=[CH:11][CH:10]=3)([CH3:7])[NH:15][C:16]2=[S:17])[CH:23]=[CH:22][CH:21]=[CH:20][CH:19]=1 |f:0.1|. Procedure details: 15.1 g (122 mmol) of potassium tert-butoxide are dissolved in 200 ml of tetrahydrofuran in a 500 ml, three-necked, round-bottomed flask under a dry argon atmosphere. The solution is cooled to -70° C. A solution containing 20 g (122 mmol) of alpha-methylbenzyl isothiocyanate, 16.55 g (122 mmol) of phenyl isothiocyanate and 50 ml of tetrahydrofuran is run in dropwise while keeping the temperature of the mixture below -60° C. On completion of addition, the mixture is held for 0.5 hour at -70° C. an... The reactants are CC1=C(C(=O)OC(C)(C)C)C=CC(=C1)OC1=CC=CC=C1 (tert-butyl 2-methyl-4-phenoxybenzoate), FC(C(=O)O)(F)F (2,2,2-trifluoroacetic acid). Solvent: ClCCl (dichloromethane). Reaction conditions: time 0.5 hour. Yields the product CC1=C(C(=O)O)C=CC(=C1)OC1=CC=CC=C1 (2-methyl-4-phenoxybenzoic acid). Isolated yield 82.7%. RXN SMILES: [CH3:1][C:2]1[CH:14]=[C:13]([O:15][C:16]2[CH:21]=[CH:20][CH:19]=[CH:18][CH:17]=2)[CH:12]=[CH:11][C:3]=1[C:4]([O:6]C(C)(C)C)=[O:5].FC(F)(F)C(O)=O>ClCCl>[CH3:1][C:2]1[CH:14]=[C:13]([O:15][C:16]2[CH:21]=[CH:20][CH:19]=[CH:18][CH:17]=2)[CH:12]=[CH:11][C:3]=1[C:4]([OH:6])=[O:5]. Reported procedure: To a solution of tert-butyl 2-methyl-4-phenoxybenzoate (150 mg, 0.53 mmol) in dichloromethane (10 mL) was added 2,2,2-trifluoroacetic acid (2 mL). The mixture was stirred at room temperature for 0.5 hour, and then concentrated to give 2-methyl-4-phenoxybenzoic acid (100 mg, 84% yield) as a white solid. Reactants: C(CCC)[Sn](CCCC)(CCCC)N=[N+]=[N-] (tributyltin azide), ClC1=CC=C2C=CC(=NC2=C1)C1C(C1)C=1C=C(OC(C#N)C)C=CC1 (2-(3-(2-(7-chloroquinolin-2-yl)cyclopropyl)phenoxy)propanenitrile). The solvent is CCOC(=O)C.C1(=CC=CC=C1)C.CC(=O)O (EtOAc toluene AcOH). The product is ClC1=CC=C2C=CC(=NC2=C1)C1C(C1)C=1C=C(OC(C)C2=NN=NN2)C=CC1 (5-(1-(3-(2-(7-chloroquinolin-2-yl)cyclopropyl)phenoxy)ethyl)-1H-tetrazole). Reaction SMILES: C([Sn]([N:14]=[N+:15]=[N-:16])(CCCC)CCCC)CCC.[Cl:17][C:18]1[CH:27]=[C:26]2[C:21]([CH:22]=[CH:23][C:24]([CH:28]3[CH2:30][CH:29]3[C:31]3[CH:32]=[C:33]([CH:39]=[CH:40][CH:41]=3)[O:34][CH:35]([CH3:38])[C:36]#[N:37])=[N:25]2)=[CH:20][CH:19]=1>CCOC(C)=O.C1(C)C=CC=CC=1.CC(O)=O>[Cl:17][C:18]1[CH:27]=[C:26]2[C:21]([CH:22]=[CH:23][C:24]([CH:28]3[CH2:30][CH:29]3[C:31]3[CH:32]=[C:33]([CH:39]=[CH:40][CH:41]=3)[O:34][CH:35]([C:36]3[NH:16][N:15]=[N:14][N:37]=3)[CH3:38])=[N:25]2)=[CH:20][CH:19]=1 |f:2.3.4|. Procedure details: A mixture of tributyltin azide (1.603 g, 1.5 eg.) and the nitrile (Step 4) (1.115 g, 3.20 mmoles) was heated at 120° C. for 4 hours. Flash chromatography of this reaction mixture using EtOAc: toluene AcOH 20:80:1 and 40:60:1 yielded the title compound.